The task is: describe an organic reaction: reactants, conditions, products, and yield. This data is from the Open Reaction Database (ORD), a public repository of structured organic reaction records. The reactants are C(C)(=O)C=1C=NC=CC1 (3-acetylpyridine), [O-]CC.[K+] (potassium ethoxide). Reagents/catalysts: C1=CC=C(C=C1)P(C2=CC=CC=C2)C3=CC=CC=C3.C1=CC=C(C=C1)P(C2=CC=CC=C2)C3=CC=CC=C3.C1=CC=C(C=C1)P(C2=CC=CC=C2)C3=CC=CC=C3.[Cl-].[Cl-].[Ru+2] (Tris(triphenylphosphine)ruthenium(II) chloride). Run in C(C)O (ethanol), O1CCCC1 (tetrahydrofuran), O1CCCC1 (tetrahydrofuran). Conditions: temperature 65 celsius, time 2 hour. The product is OC(C)C=1C=NC=CC1 (3-(1-hydroxyethyl)pyridine). As a reaction SMILES: [C:1]([C:4]1[CH:5]=[N:6][CH:7]=[CH:8][CH:9]=1)(=[O:3])[CH3:2].[O-]CC.[K+]>O1CCCC1.C(O)C.C1C=CC(P(C2C=CC=CC=2)C2C=CC=CC=2)=CC=1.C1C=CC(P(C2C=CC=CC=2)C2C=CC=CC=2)=CC=1.C1C=CC(P(C2C=CC=CC=2)C2C=CC=CC=2)=CC=1.[Cl-].[Cl-].[Ru+2]>[OH:3][CH:1]([C:4]1[CH:5]=[N:6][CH:7]=[CH:8][CH:9]=1)[CH3:2] |f:1.2,5.6.7.8.9.10|. Procedure details: Tris(triphenylphosphine)ruthenium(II) chloride (3.8 mg, 4 μmol, 1 mol %) and a chiral ligand (M=Ru, R=t-Bu, Ar=C6H5—, 2.6 μmol, 0.65 mol %) were dissolved in tetrahydrofuran (3 mL) under nitrogen atmosphere, and then heated and stirred for 2 h at 65° C. After the mixture was cooled to room temperature, 3-acetylpyridine (0.4 mmol), tetrahydrofuran (2 mL) and a solution of potassium ethoxide in ethanol (0.1 mL, 0.2M) were added thereto. Thereafter, the reaction system was placed in an autoclave, a... Starting materials: CN1C(=CC2=CC=CC=C12)C(=O)OCC (ethyl 1-methyl-1H-indole-2-carboxylate), CN (CH3NH2). Solvent: CO (MeOH). Yields the product CNC(=O)C=1N(C2=CC=CC=C2C1)C (N,1-Dimethyl-1H-indole-2-carboxamide). As a reaction SMILES: [CH3:1][N:2]1[C:10]2[C:5](=[CH:6][CH:7]=[CH:8][CH:9]=2)[CH:4]=[C:3]1[C:11]([O:13]CC)=O.[CH3:16][NH2:17]>CO>[CH3:16][NH:17][C:11]([C:3]1[N:2]([CH3:1])[C:10]2[C:5]([CH:4]=1)=[CH:6][CH:7]=[CH:8][CH:9]=2)=[O:13]. Procedure: A suspension of ethyl 1-methyl-1H-indole-2-carboxylate (27.10 g, 133.34 mmole) in 40% aqueous CH3NH2 (300 mL) and MeOH (30 mL) was stirred at RT. A solid tended to gradually creep up the walls of the flask, and was washed down periodically with MeOH. The flask was tightly stoppered to keep the material inside the flask. As the reaction proceeded, the solid dissolved, but eventually the product began to precipitate. The reaction was stirred at RT for 5 days, then was concentrated to remove approx... Yields the product COC(CCC1(CCCC1)C(=O)OC)OC (Methyl 1-(3,3-dimethoxypropyl)cyclopentanecarboxylate). Procedure details: Prepared according to a procedure identical to Stage A of Example 6, starting from methyl cyclopentanecarboxylate and 3-bromopropionaldehyde dimethyl acetal, with a 72% yield. Starting materials: C1(CCCC1)C(=O)OC (methyl cyclopentanecarboxylate), COC(CCBr)OC (3-bromopropionaldehyde dimethyl acetal). The yield is 72.0%. As a reaction SMILES: [CH:1]1([C:6]([O:8][CH3:9])=[O:7])[CH2:5][CH2:4][CH2:3][CH2:2]1.[CH3:10][O:11][CH:12]([O:16][CH3:17])[CH2:13][CH2:14]Br>>[CH3:10][O:11][CH:12]([O:16][CH3:17])[CH2:13][CH2:14][C:1]1([C:6]([O:8][CH3:9])=[O:7])[CH2:5][CH2:4][CH2:3][CH2:2]1.